This data is from the Open Reaction Database (ORD), a public repository of structured organic reaction records. The task is: describe an organic reaction: reactants, conditions, products, and yield Reactants: N1(CCCCC1)C=1C=NC(=CC1)N (3,4,5,6-Tetrahydro-2H-[1,3′]bipyridinyl-6′-ylamine), ClC=1C(=C(C=CC1)S(=O)(=O)Cl)C (3-chloro-2-methylbenzenesulfonyl chloride). Run in N1=CC=CC=C1 (pyridine). Reaction conditions: temperature 50 celsius. Product: ClC=1C(=C(C=CC1)S(=O)(=O)NC1=CC=C(C=N1)N1CCCCC1)C (3-chloro-2-methyl-N-(3,4,5,6-tetrahydro-2H-[1,3′]bipyridinyl-6′-yl)-benzenesulfonamide). Isolated yield 25.6%. Reaction SMILES: [N:1]1([C:7]2[CH:8]=[N:9][C:10]([NH2:13])=[CH:11][CH:12]=2)[CH2:6][CH2:5][CH2:4][CH2:3][CH2:2]1.[Cl:14][C:15]1[C:16]([CH3:25])=[C:17]([S:21](Cl)(=[O:23])=[O:22])[CH:18]=[CH:19][CH:20]=1>N1C=CC=CC=1>[Cl:14][C:15]1[C:16]([CH3:25])=[C:17]([S:21]([NH:13][C:10]2[N:9]=[CH:8][C:7]([N:1]3[CH2:2][CH2:3][CH2:4][CH2:5][CH2:6]3)=[CH:12][CH:11]=2)(=[O:23])=[O:22])[CH:18]=[CH:19][CH:20]=1. Reported procedure: 3,4,5,6-Tetrahydro-2H-[1,3′]bipyridinyl-6′-ylamine (0.19 g) and 3-chloro-2-methylbenzenesulfonyl chloride (0.24 g) were dissolved in pyridine (4 mL) and heated at 50° C. over night. The mixture was concentrated in vacuo, taken up in ethyl acetate and extracted with 1M Cu(II)SO4 solution. The organic layer was washed once again with Cu(II)SO4 solution, dried over Na2SO4 and evaporated in vacuo. The product was purified by flash chromatography on silica gel (gradient of ethyl acetate in heptane) t... Starting materials: BrCc1ccccc1CBr, CCN(C(C)C)C(C)C, ClCCl, NCc1nc(-c2ncn3c2C2CCN2C(=O)c2c(Cl)cccc2-3)no1. Yields the product O=C1c2c(Cl)cccc2-n2cnc(-c3noc(CN4Cc5ccccc5C4)n3)c2C2CCN12. Reaction SMILES: [Br:35][CH2:36][c:37]1[c:38]([CH2:43][Br:44])[cH:39][cH:40][cH:41][cH:42]1.[CH2:26]([N:27]([CH:28]([CH3:29])[CH3:30])[CH:31]([CH3:32])[CH3:33])[CH3:34].[CH2:45]([Cl:46])[Cl:47].[NH2:1][CH2:2][c:3]1[n:4][c:5](-[c:8]2[n:9][cH:10][n:11]3[c:12]2[CH:13]2[N:14]([C:15](=[O:23])[c:16]4[c:17]-3[cH:18][cH:19][cH:20][c:21]4[Cl:22])[CH2:24][CH2:25]2)[n:6][o:7]1>>[N:1]1([CH2:2][c:3]2[n:4][c:5](-[c:8]3[n:9][cH:10][n:11]4[c:12]3[CH:13]3[N:14]([C:15](=[O:23])[c:16]5[c:17]-4[cH:18][cH:19][cH:20][c:21]5[Cl:22])[CH2:24][CH2:25]3)[n:6][o:7]2)[CH2:36][c:37]2[c:38]([cH:39][cH:40][cH:41][cH:42]2)[CH2:43]1. Starting materials: C1(=CCCCC1)CO (cyclohexenyl methanol), C(C=C)(=O)O (acrylic acid), C1(=CC=C(C=C1)S(=O)(=O)O)C (p-toluenesulfonic acid), COC1=CC=C(C=C1)O (MEHQ). Solvent: C1(=CC=CC=C1)C (toluene). Yields the product C(C=C)(=O)OCC1=CCCCC1 (Cyclohexenyl Methanol Acrylate). Yield: 73.0%. RXN SMILES: [C:1]1([CH2:7][OH:8])[CH2:6][CH2:5][CH2:4][CH2:3][CH:2]=1.[C:9](O)(=[O:12])[CH:10]=[CH2:11].C1(C)C=CC(S(O)(=O)=O)=CC=1.COC1C=CC(O)=CC=1>C1(C)C=CC=CC=1>[C:9]([O:8][CH2:7][C:1]1[CH2:6][CH2:5][CH2:4][CH2:3][CH:2]=1)(=[O:12])[CH:10]=[CH2:11]. Procedure: CHA was prepared by the above procedure from cyclohexenyl methanol (100 gram, 0.89 mole), acrylic acid (57.6 grams, 0.8 mole), p-toluenesulfonic acid (4 grams, 21 mmole), MEHQ (2 grams, 5.7 mmole), and toluene (500 ml) in a 1 liter reaction flask. The aqueous washes were performed with 400 ml portions each. The CHA was obtained in an amount of 96.5 grams (73% yield). The CHA was determined to have a boiling point in the range of 68-69° C. at a reduced pressure of 0.35 Torr. The reactants are CCCCCN, Nc1ncc(CCc2ccccc2)c(Cl)n1, C1COCCO1. The product is CCCCCNc1nc(N)ncc1CCc1ccccc1. Reaction SMILES: [CH2:17]([CH2:18][CH2:19][CH2:20][CH3:21])[NH2:22].[Cl:1][c:2]1[n:3][c:4]([NH2:16])[n:5][cH:6][c:7]1[CH2:8][CH2:9][c:10]1[cH:11][cH:12][cH:13][cH:14][cH:15]1.[O:23]1[CH2:24][CH2:25][O:26][CH2:27][CH2:28]1>>[c:2]1([NH:22][CH2:17][CH2:18][CH2:19][CH2:20][CH3:21])[n:3][c:4]([NH2:16])[n:5][cH:6][c:7]1[CH2:8][CH2:9][c:10]1[cH:11][cH:12][cH:13][cH:14][cH:15]1. The reactants are C(=O)C12C3CN(CC31)C2 (1-formyl-4-azatricyclo[2.2.1.02,6 ]heptane), [C-]#N.[K+] (potassium cyanide), cyanohydrin, N (ammonia), [Cl-].[NH4+] (ammonium chloride). The solvent is O (water), O (water). Reaction conditions: time 1 hour. Yields the product NC(C#N)C12C3CN(CC31)C2 (2-Amino-2-(4-azatricyclo[2.2.1.02,6 ]hept-1-yl)acetonitrile). Isolated yield 57.8%. RXN SMILES: [CH:1]([C:3]12[CH2:9][N:6]3[CH2:7][CH:8]1[CH:4]2[CH2:5]3)=O.[C-:10]#[N:11].[K+].[NH3:13].[Cl-].[NH4+]>O>[NH2:13][CH:1]([C:3]12[CH2:9][N:6]3[CH2:7][CH:8]1[CH:4]2[CH2:5]3)[C:10]#[N:11] |f:1.2,4.5|. Procedure details: To an icecooled solution of 1-formyl-4-azatricyclo[2.2.1.02,6 ]heptane (3.56 g, 29 mmol) in water (5 ml) was added a solution of potassium cyanide (2.08 g, 31.9 mmol) in water (5 ml) over 30 min. After an additional 1 h, cooling was removed and the reaction stirred at room temperature for 16 h. The cyanohydrin product was then added 25% aqueous ammonia (4.0 ml, 52 mmol) and ammonium chloride (7.76 g, 145 mmol). The reaction mixture was stirred at room temperature for 18 h and then extracted with... The reactants are C(C1=CC=CC=C1)N1C[C@H]2[C@@H](C1)[C@@H](CC2)N ((3aS,4R,6aR)-2-benzyloctahydrocyclopenta[c]pyrrol-4-amine), C1(=CC=CC=C1)C1(CCCCC1)C(=O)O (1-phenylcyclohexanecarboxylic acid), C1(=CC=CC=C1)[C@@H](C(=O)O)CC ((S)-2-phenylbutanoic acid). Yields the product C(C1=CC=CC=C1)N1C[C@@H]2[C@H](C1)[C@H](CC2)NC(=O)C2(CCCCC2)C2=CC=CC=C2 (N-[(3aR,4S,6aS)-2-benzyloctahydrocyclopenta[c]pyrrol-4-yl]-1-phenylcyclohexanecarboxamide). RXN SMILES: [CH2:1]([N:8]1[CH2:12][C@H:11]2[C@H:13]([NH2:16])[CH2:14][CH2:15][C@H:10]2[CH2:9]1)[C:2]1[CH:7]=[CH:6][CH:5]=[CH:4][CH:3]=1.[C:17]1([C:23]2([C:29](O)=[O:30])[CH2:28][CH2:27][CH2:26][CH2:25][CH2:24]2)[CH:22]=[CH:21][CH:20]=[CH:19][CH:18]=1.C1([C@H](CC)C(O)=O)C=CC=CC=1>>[CH2:1]([N:8]1[CH2:12][C@@H:11]2[C@@H:13]([NH:16][C:29]([C:23]3([C:17]4[CH:22]=[CH:21][CH:20]=[CH:19][CH:18]=4)[CH2:28][CH2:27][CH2:26][CH2:25][CH2:24]3)=[O:30])[CH2:14][CH2:15][C@@H:10]2[CH2:9]1)[C:2]1[CH:3]=[CH:4][CH:5]=[CH:6][CH:7]=1. Procedure details: The title compound was prepared by substituting (3aR,4S,6aS)-2-benzyloctahydrocyclopenta[c]pyrrol-4-amine from Step A of Example 33 for (3aS,4R,6aR)-2-benzyloctahydrocyclopenta[c]pyrrol-4-amine and 1-phenylcyclohexanecarboxylic acid for (S)-2-phenylbutanoic acid in Step F of the procedure used to prepare Example 16: 1H NMR (500 MHz, pyridine-d5) δ ppm 7.73 (d, J=8.2, 1H), 7.59 (s, 1H), 7.41 (d, J=7.4, 2H), 7.36 (td, J=2.7, 7.6, 4H), 7.26 (dd, J=6.0, 8.7, 2H), 4.45-4.33 (m, 1H), 3.58 (d, J=13.2, ...